Dataset: the Open Reaction Database (ORD), a public repository of structured organic reaction records. Task: describe an organic reaction: reactants, conditions, products, and yield Reactants: OC1=C(C(C=CC2=CC=C(C=C2)OC)=O)C(=CC(=C1)OC)OC (2'-hydroxy-4,4',6'-trimethoxychalcone), [H][H] (hydrogen). The reagents and catalysts are [Pd] (palladium/carbon). The solvent is C(C)(=O)OCC (ethyl acetate), C(C)(=O)OCC (ethyl acetate). Conditions: time 1 hour. Product: OC1=C(C(=CC(=C1)OC)OC)C(CCC1=CC=C(C=C1)OC)=O (1-(2-hydroxy-4,6-dimethoxyphenyl)-3-(4-methoxyphenyl)-1propanone). Yield: 92.4%. Reaction SMILES: [OH:1][C:2]1[CH:19]=[C:18]([O:20][CH3:21])[CH:17]=[C:16]([O:22][CH3:23])[C:3]=1[C:4](=[O:15])[CH:5]=[CH:6][C:7]1[CH:12]=[CH:11][C:10]([O:13][CH3:14])=[CH:9][CH:8]=1.[H][H]>C(OCC)(=O)C.[Pd]>[OH:1][C:2]1[CH:19]=[C:18]([O:20][CH3:21])[CH:17]=[C:16]([O:22][CH3:23])[C:3]=1[C:4](=[O:15])[CH2:5][CH2:6][C:7]1[CH:8]=[CH:9][C:10]([O:13][CH3:14])=[CH:11][CH:12]=1. Procedure: Then, 100 ml of an ethyl acetate solution of 10.0 g of 2'-hydroxy-4,4',6'-trimethoxychalcone was added to a suspension of 2.0 g of 5% palladium/carbon in 50 ml of ethyl acetate, in which a hydrogen gas had been sufficiently absorbed in advance, and the mixture was stirred at room temperature for 1 hour in a hydrogen gas atmosphere. After the reaction, the reaction mixture was filtered and the solvent was removed from the filtrate by distillation, and the obtained residue was recrystallized from ... Reactants: Cc1c(Br)c(=O)n(C2CCCC2)c2nc(S(C)=O)ncc12, Cc1ccccc1, Nc1ccccn1. Yields the product Cc1c(Br)c(=O)n(C2CCCC2)c2nc(Nc3ccccn3)ncc12. RXN SMILES: [Br:1][c:2]1[c:3]([CH3:21])[c:4]2[c:5]([n:6][c:7]([S:10]([CH3:11])=[O:12])[n:8][cH:9]2)[n:13]([CH:16]2[CH2:17][CH2:18][CH2:19][CH2:20]2)[c:14]1=[O:15].[CH3:29][c:30]1[cH:31][cH:32][cH:33][cH:34][cH:35]1.[NH2:22][c:23]1[n:24][cH:25][cH:26][cH:27][cH:28]1>>[Br:1][c:2]1[c:3]([CH3:21])[c:4]2[c:5]([n:6][c:7]([NH:22][c:23]3[n:24][cH:25][cH:26][cH:27][cH:28]3)[n:8][cH:9]2)[n:13]([CH:16]2[CH2:17][CH2:18][CH2:19][CH2:20]2)[c:14]1=[O:15]. Starting materials: [N-]=[N+]=[N-].[Na+] (NaN3), N(=O)[O-].[Na+] (NaNO2), NC1=CC=C(C=C1)C1=C(C(OC1(C)C)=C(C#N)C#N)C#N (2-[4-(4-aminophenyl)-3-cyano-5,5-dimethyl-5H-furan-2-ylidene] malononitrile). The solvent is O (water), O (water), Cl (HCl). Reaction conditions: time 46 minute. Product: N(=[N+]=[N-])C1=CC=C(C=C1)C1=C(C(OC1(C)C)=C(C#N)C#N)C#N (2-[4-(4-Azido phenyl)-3-cyano-5,5-dimethyl-5H-furan-2-ylidene]malononitrile). Reaction SMILES: N([O-])=O.[Na+].[NH2:5][C:6]1[CH:11]=[CH:10][C:9]([C:12]2[C:16]([CH3:18])([CH3:17])[O:15][C:14](=[C:19]([C:22]#[N:23])[C:20]#[N:21])[C:13]=2[C:24]#[N:25])=[CH:8][CH:7]=1.[N-:26]=[N+:27]=[N-].[Na+]>O.Cl>[N:5]([C:6]1[CH:7]=[CH:8][C:9]([C:12]2[C:16]([CH3:17])([CH3:18])[O:15][C:14](=[C:19]([C:22]#[N:23])[C:20]#[N:21])[C:13]=2[C:24]#[N:25])=[CH:10][CH:11]=1)=[N+:26]=[N-:27] |f:0.1,3.4|. Reported procedure: A solution of NaNO2 (0.69 g, 10.0 mmol) in 10 mL water was added dropwise to a solution of 2-[4-(4-aminophenyl)-3-cyano-5,5-dimethyl-5H-furan-2-ylidene] malononitrile (1.4 g, 5.0 mmol) in 30 mL 4M HCl at 0-5° C. After stirring the mixture at this temperature for 46 min, a solution of NaN3 (0.53 g, 8.0 mmol) in 10 mL water was added dropwise to the mixture at the same temperature. Stirring was continued for 1 h below 5° C. and then at room temperature overnight. The precipitate formed was filtere...